From a dataset of the Open Reaction Database (ORD), a public repository of structured organic reaction records. describe an organic reaction: reactants, conditions, products, and yield Starting materials: C1CSSC1CCCCC(=O)O (alpha-lipoic acid), C[C@H](C1=CC=CC=C1)N (R-(+)-alpha-methylbenzylamine). Run in C1(=CC=CC=C1)C.C1CSSC1CCCCC(=O)O (toluene alpha-lipoic acid). The product is C1CSS[C@@H]1CCCCC(=O)O.C[C@H](C1=CC=CC=C1)N (R-alpha-lipoic acid R-(+)-alpha-methylbenzylamine). The yield is 101.6%. Reaction SMILES: [CH2:1]1[CH:5]([CH2:6][CH2:7][CH2:8][CH2:9][C:10]([OH:12])=[O:11])[S:4][S:3][CH2:2]1.[CH3:13][C@@H:14]([NH2:21])[C:15]1[CH:20]=[CH:19][CH:18]=[CH:17][CH:16]=1>C1(C)C=CC=CC=1.C1C(CCCCC(O)=O)SSC1>[CH2:1]1[C@@H:5]([CH2:6][CH2:7][CH2:8][CH2:9][C:10]([OH:12])=[O:11])[S:4][S:3][CH2:2]1.[CH3:13][C@@H:14]([NH2:21])[C:15]1[CH:20]=[CH:19][CH:18]=[CH:17][CH:16]=1 |f:2.3,4.5|. Reported procedure: A further 51.6 g (250 mmol) racemic alpha-lipoic acid were dissolved in the toluene/alpha-lipoic acid solution from B) and reacted at 40° C. with 47.3 g (390 mol) R-(+)-alpha-methylbenzylamine and worked up as described above under A). 83.2 g (254 mmol) R-alpha-lipoic acid-R-(+)-alpha-methylbenzylamine salt were obtained. The reactants are C1(CCC(N1)=O)=O (succinimide), CN1CCOCC1 (N-methylmorpholine), COC(=O)Cl (methylchloroformate). Run in C1CCOC1 (THF). Reaction conditions: time 2 hour. Product: COC(=O)N1C(CCC1=O)=O (N-(METHYLOXYCARBONYL)SUCCINIMIDE). RXN SMILES: [C:1]1(=[O:7])[NH:5][C:4](=[O:6])[CH2:3][CH2:2]1.CN1CCOCC1.[CH3:15][O:16][C:17](Cl)=[O:18]>C1COCC1>[CH3:15][O:16][C:17]([N:5]1[C:4](=[O:6])[CH2:3][CH2:2][C:1]1=[O:7])=[O:18]. Procedure details: To a solution of 19.8 g (200 mmole) of succinimide and 22 ml (200 mmole) of N-methylmorpholine in 350 ml THF at -5° was added 15.5 ml (200 mmole) methylchloroformate over 20 minutes. After stirring for two hours at 25°, the solvent was removed under reduced pressure and the residue was taken up in EtOAc. The suspension was filtered, and washed with saturated NaCl, saturated NaHCO3, and saturated NaCl. After drying, the solution was concentrated under reduced pressure and Et2O was added, giving t... Reactants: C(C)Br (ethyl bromide), C([O-])([O-])=O.[K+].[K+] (potassium carbonate), C(C)(=O)C=1C=CC2=C(C(=NCC(N2)=O)C2=C(C=CC=C2)F)C1 (7-acetyl-5-(o-fluorophenyl)-1,3-dihydro-2H-1,4-benzodiazepin-2-one). The solvent is CC(=O)C (acetone). Conditions: time 71 hour. The product is C(C)(=O)C=1C=CC2=C(C(=NCC(N2CC)=O)C2=C(C=CC=C2)F)C1 (7-acetyl-1-ethyl-5-(o-fluorophenyl)-1,3-dihydro-2H-1,4-benzodiazepin-2-one). Reaction SMILES: [CH2:1](Br)[CH3:2].C(=O)([O-])[O-].[K+].[K+].[C:10]([C:13]1[CH:14]=[CH:15][C:16]2[NH:22][C:21](=[O:23])[CH2:20][N:19]=[C:18]([C:24]3[CH:29]=[CH:28][CH:27]=[CH:26][C:25]=3[F:30])[C:17]=2[CH:31]=1)(=[O:12])[CH3:11]>CC(C)=O>[C:10]([C:13]1[CH:14]=[CH:15][C:16]2[N:22]([CH2:1][CH3:2])[C:21](=[O:23])[CH2:20][N:19]=[C:18]([C:24]3[CH:29]=[CH:28][CH:27]=[CH:26][C:25]=3[F:30])[C:17]=2[CH:31]=1)(=[O:12])[CH3:11] |f:1.2.3|. Reported procedure: 14.2 ml of ethyl bromide and 27.2 g of potassium carbonate are added to 13.6 b (45.9 mmol) of 7-acetyl-5-(o-fluorophenyl)-1,3-dihydro-2H-1,4-benzodiazepin-2-one in 400 ml of acetone. The mixture is stirred at room temperature for 71 hours, filtered and evaporated in vacuo. The residue is taken up in methylene chloride, the organic phase is washed with water, dried and evaporated. From methylene chloride/cyclohexane there is obtained 7-acetyl-1-ethyl-5-(o-fluorophenyl)-1,3-dihydro-2H-1,4-benzodia... Reactants: CS(=O)(=O)OCCN1CCOC2=C1C=CC=C2 (2-(2,3-dihydro-1,4-benzoxazin-4-yl)ethyl methanesulfonate), C([O-])([O-])=O.[K+].[K+] (potassium carbonate), OC(C(=O)OCC)CC1=CC=C(C=C1)O (ethyl 2-hydroxy-3-(4-hydroxyphenyl)propanoate). Yields the product O1CCN(C2=C1C=CC=C2)CCOC2=CC=C(C=C2)CC(C(=O)OCC)O (Ethyl 3-[4-[2-(2,3-dihydro-1,4-benzoxazin-4-yl)ethoxy]phenyl]-2-hydroxypropanoate). Isolated yield 26.5%. As a reaction SMILES: CS([O:5][CH2:6][CH2:7][N:8]1[C:13]2[CH:14]=[CH:15][CH:16]=[CH:17][C:12]=2[O:11][CH2:10][CH2:9]1)(=O)=O.C(=O)([O-])[O-].[K+].[K+].[OH:24][CH:25]([CH2:31][C:32]1[CH:37]=[CH:36][C:35](O)=[CH:34][CH:33]=1)[C:26]([O:28][CH2:29][CH3:30])=[O:27]>>[O:11]1[C:12]2[CH:17]=[CH:16][CH:15]=[CH:14][C:13]=2[N:8]([CH2:7][CH2:6][O:5][C:35]2[CH:34]=[CH:33][C:32]([CH2:31][CH:25]([OH:24])[C:26]([O:28][CH2:29][CH3:30])=[O:27])=[CH:37][CH:36]=2)[CH2:9][CH2:10]1 |f:1.2.3|. Reported procedure: The title compound (0.14 g, 32%) was prepared as a gummy liquid from 2-(2,3-dihydro-1,4-benzoxazin-4-yl)ethyl methanesulfonate (0.36 g, 1.42 mmol), potassium carbonate (0.80 g, 5.8 mmol) and ethyl 2-hydroxy-3-(4-hydroxyphenyl)propanoate (0.3 g, 1.42 mmol) using conditions analogous to that described in preparation 2. The reactants are ClC=1C=C(C(=O)OO)C=CC1 (3-Chloroperoxybenzoic acid), OC=1C=C(C=CC1)SC1=C(SC=2N(C(N(C(C21)=O)C)=O)CC(C)C)CC2=CC=CC1=CC=CC=C21 (5-[(3-hydroxyphenyl)thio]-3-methyl-1-(2-methylpropyl)-6-(1-naphthalenylmethyl)thieno[2,3-d]pyrimidine-2,4-(1H,3H)-dione), C(C)(=O)OCC (ethyl acetate). Run in ClCCl (dichloromethane). Conditions: time 2 hour. Product: CCCC(C)C (isohexane), OC=1C=C(C=CC1)S(=O)C1=C(SC=2N(C(N(C(C21)=O)C)=O)CC(C)C)CC2=CC=CC1=CC=CC=C21 (5-[(3-Hydroxyphenyl)sulfinyl]-3-methyl-1-(2-methylpropyl)-6-(1-naphthalenylmethyl)thieno[2,3-d]pyrimidine-2,4-(1H,3H)-dione). Isolated yield 24.2%. As a reaction SMILES: Cl[C:2]1[CH:3]=[C:4]([CH:9]=C[CH:11]=1)[C:5](OO)=[O:6].[OH:12][C:13]1[CH:14]=[C:15]([S:19][C:20]2[C:28]3[C:27](=[O:29])[N:26]([CH3:30])[C:25](=[O:31])[N:24]([CH2:32][CH:33]([CH3:35])[CH3:34])[C:23]=3[S:22][C:21]=2[CH2:36][C:37]2[C:46]3[C:41](=[CH:42][CH:43]=[CH:44][CH:45]=3)[CH:40]=[CH:39][CH:38]=2)[CH:16]=[CH:17][CH:18]=1.C(OCC)(=O)C>ClCCl>[CH3:11][CH2:2][CH2:3][CH:4]([CH3:9])[CH3:5].[OH:12][C:13]1[CH:14]=[C:15]([S:19]([C:20]2[C:28]3[C:27](=[O:29])[N:26]([CH3:30])[C:25](=[O:31])[N:24]([CH2:32][CH:33]([CH3:34])[CH3:35])[C:23]=3[S:22][C:21]=2[CH2:36][C:37]2[C:46]3[C:41](=[CH:42][CH:43]=[CH:44][CH:45]=3)[CH:40]=[CH:39][CH:38]=2)=[O:6])[CH:16]=[CH:17][CH:18]=1. Procedure details: 3-Chloroperoxybenzoic acid (0.12 g) was added to a solution of 5-[(3-hydroxyphenyl)thio]-3-methyl-1-(2-methylpropyl)-6-(1-naphthalenylmethyl)thieno[2,3-d]pyrimidine-2,4-(1H,3H)-dione (Example 27, 0.20 g) in dichloromethane (5 ml). After 2 hours, ethyl acetate (50 ml) was added and the solution was washed with saturated sodium bisulfite solution (25 ml), then with saturated sodium hydrogen carbonate solution (25 ml), then with brine (25 ml). The organic layer was dried over anhydrous magnesium su... Starting materials: BrCCCOC (1-bromo-3-methoxypropane), [Li+].CC(C)[N-]C(C)C (LDA), C(C)OC(=O)C1CCN(CC1)C(=O)OC(C)(C)C (piperidine-1,4-dicarboxylic acid 1-tert-butyl ester 4-ethyl ester). Run in C1CCOC1 (THF), C1CCOC1 (THF). Reaction conditions: time 3 hour. The product is C(C)OC(=O)C1(CCN(CC1)C(=O)OC(C)(C)C)CCCOC (4-(3-methoxy-propyl)-piperidine-1,4-dicarboxylic acid 1-tert-butyl ester 4-ethyl ester), oil. RXN SMILES: [Li+].CC([N-]C(C)C)C.[CH2:9]([O:11][C:12]([CH:14]1[CH2:19][CH2:18][N:17]([C:20]([O:22][C:23]([CH3:26])([CH3:25])[CH3:24])=[O:21])[CH2:16][CH2:15]1)=[O:13])[CH3:10].Br[CH2:28][CH2:29][CH2:30][O:31][CH3:32]>C1COCC1>[CH2:9]([O:11][C:12]([C:14]1([CH2:28][CH2:29][CH2:30][O:31][CH3:32])[CH2:19][CH2:18][N:17]([C:20]([O:22][C:23]([CH3:25])([CH3:24])[CH3:26])=[O:21])[CH2:16][CH2:15]1)=[O:13])[CH3:10] |f:0.1|. Reported procedure: To a pre-cooled THF solution (200 ml) under an argon atmosphere was added at −5° C. LDA (2M in THF/heptane/ethylbenzene, 16.24 ml) then dropwise piperidine-1,4-dicarboxylic acid 1-tert-butyl ester 4-ethyl ester (4.4 g, 4.2 ml) in THF (50 ml). The mixture was stirred between −5° C. to 0° C. for 3 hour then 1-bromo-3-methoxypropane (4.97 g) was added slowly at 0° C. The mixture was then stirred overnight at RT, the solvent was evaporated off, the residue taken up in AcOEt and washed with water and... The reactants are CC(C)(C)OC(=O)N1CCC(c2ccc(S(=O)(=O)c3cccc(F)c3)cc2CO)C1, C1CCOC1, CC(C)[N-]C(C)C, CN(C)C(=O)Cl, [Li+], O. The product is CN(C)C(=O)OCc1cc(S(=O)(=O)c2cccc(F)c2)ccc1C1CCN(C(=O)OC(C)(C)C)C1. As a reaction SMILES: [C:1]([CH3:2])([CH3:3])([CH3:4])[O:5][C:6](=[O:7])[N:8]1[CH2:9][CH:10]([c:13]2[c:14]([CH2:29][OH:30])[cH:15][c:16]([S:19](=[O:20])(=[O:21])[c:22]3[cH:23][c:24]([F:28])[cH:25][cH:26][cH:27]3)[cH:17][cH:18]2)[CH2:11][CH2:12]1.[CH2:45]1[O:46][CH2:47][CH2:48][CH2:49]1.[CH3:32][CH:33]([N-:34][CH:35]([CH3:36])[CH3:37])[CH3:38].[CH3:39][N:40]([C:41](=[O:42])[Cl:43])[CH3:44].[Li+:31].[OH2:50]>>[C:1]([CH3:2])([CH3:3])([CH3:4])[O:5][C:6](=[O:7])[N:8]1[CH2:9][CH:10]([c:13]2[c:14]([CH2:29][O:30][C:41]([N:40]([CH3:39])[CH3:44])=[O:42])[cH:15][c:16]([S:19](=[O:20])(=[O:21])[c:22]3[cH:23][c:24]([F:28])[cH:25][cH:26][cH:27]3)[cH:17][cH:18]2)[CH2:11][CH2:12]1.